This data is from the Open Reaction Database (ORD), a public repository of structured organic reaction records. The task is: describe an organic reaction: reactants, conditions, products, and yield Starting materials: COC(C1=CC(=CC(=C1)O)OCOC)=O (5-hydroxy-3-methoxymethoxybenzoic acid methyl ester), NC1=NN(C=C1)C (3-amino-1-methyl-1H-pyrazole), Cl.ClC1=CC=NC=C1 (4-chloropyridine hydrochloride), O([Si](C)(C)C(C)(C)C)C[C@@H](C)O ((2R)-1-(t-butyldimethylsiloxy)-2-hydroxypropane). Product: OCC(OC=1C=C(C=C(C(=O)NC2=NN(C=C2)C)C1)OC1=CC=NC=C1)C (5-(2-hydroxy-1-methyl-ethoxy)-N-(1-methyl-1H-pyrazol-3-yl)-3-(pyridin-4-yloxy)benzamide). RXN SMILES: CO[C:3](=[O:15])[C:4]1[CH:9]=[C:8]([OH:10])[CH:7]=[C:6](OCOC)[CH:5]=1.Cl.Cl[C:18]1[CH:23]=[CH:22][N:21]=[CH:20][CH:19]=1.[O:24]([CH2:32][C@H:33]([OH:35])[CH3:34])[Si](C(C)(C)C)(C)C.[NH2:36][C:37]1[CH:41]=[CH:40][N:39]([CH3:42])[N:38]=1>>[OH:24][CH2:32][CH:33]([CH3:34])[O:35][C:6]1[CH:7]=[C:8]([O:10][C:18]2[CH:23]=[CH:22][N:21]=[CH:20][CH:19]=2)[CH:9]=[C:4]([CH:5]=1)[C:3]([NH:36][C:37]1[CH:41]=[CH:40][N:39]([CH3:42])[N:38]=1)=[O:15] |f:1.2|. Procedure: The compound of Production Example 163 was obtained as a white amorphous substance using 5-hydroxy-3-methoxymethoxybenzoic acid methyl ester, 4-chloropyridine hydrochloride, (2R)-1-(t-butyldimethylsiloxy)-2-hydroxypropane and 3-amino-1-methyl-1H-pyrazole, by the same method as in Production Example 117, a corresponding method, or a combination thereof with an ordinary method. The reactants are CO, CC(C)C1(C(=O)N2CC=C(c3ccccc3)CC2)CCC(NC2CCOCC2)C1, [Pd]. Product: CC(C)C1(C(=O)N2CCC(c3ccccc3)CC2)CCC(NC2CCOCC2)C1. RXN SMILES: [CH3:30][OH:31].[CH:1]([CH3:2])([CH3:3])[C:4]1([C:16](=[O:17])[N:18]2[CH2:19][CH2:20][C:21]([c:24]3[cH:25][cH:26][cH:27][cH:28][cH:29]3)=[CH:22][CH2:23]2)[CH2:5][CH:6]([NH:9][CH:10]2[CH2:11][CH2:12][O:13][CH2:14][CH2:15]2)[CH2:7][CH2:8]1.[Pd:32]>>[CH:1]([CH3:2])([CH3:3])[C:4]1([C:16](=[O:17])[N:18]2[CH2:19][CH2:20][CH:21]([c:24]3[cH:25][cH:26][cH:27][cH:28][cH:29]3)[CH2:22][CH2:23]2)[CH2:5][CH:6]([NH:9][CH:10]2[CH2:11][CH2:12][O:13][CH2:14][CH2:15]2)[CH2:7][CH2:8]1.